From a dataset of the Open Reaction Database (ORD), a public repository of structured organic reaction records. describe an organic reaction: reactants, conditions, products, and yield Reactants: Cl (HCl), C[C@@H]1[C@@H](C[C@@H](C(N1CC(F)(F)F)=O)NS(=O)(=O)C=1C=C2C(=NC1)C[C@@]1(C(N(C3=NC=CC=C31)COCC[Si](C)(C)C)=O)C2)C2=CC=CC=C2 ((S)—N-((3S,5S,6R)-6-methyl-2-oxo-5-phenyl-1-(2,2,2-trifluoroethyl)piperidin-3-yl)-2′-oxo-1′-((2-(trimethylsilyl)ethoxy)methyl)-1′,2′,5,7-tetrahydrospiro[cyclopenta[b]pyridine-6,3′-pyrrolo[2,3-b]pyridine]-3-sulfonamide). Run in O1CCOCC1 (dioxane), O1CCOCC1 (dioxane). Run at temperature 0 celsius, time 30 minute. Product: C[C@@H]1[C@@H](C[C@@H](C(N1CC(F)(F)F)=O)NS(=O)(=O)C=1C=C2C(=NC1)C[C@@]1(C(NC3=NC=CC=C31)=O)C2)C2=CC=CC=C2 ((6S)—N-[(3S,5S,6R)-6-Methyl-2-oxo-5-phenyl-1-(2,2,2-trifluoroethyl)piperidin-3-yl]-2′-oxo-1′,2′,5,7-tetrahydrospiro[cyclopenta[b]pyridine-6,3′-pyrrolo[2,3-b]pyridine]-3-sulfonamide). Reaction SMILES: Cl.[CH3:2][C@H:3]1[N:8]([CH2:9][C:10]([F:13])([F:12])[F:11])[C:7](=[O:14])[C@@H:6]([NH:15][S:16]([C:19]2[CH:20]=[C:21]3[CH2:44][C@@:26]4([C:34]5[C:29](=[N:30][CH:31]=[CH:32][CH:33]=5)[N:28](COCC[Si](C)(C)C)[C:27]4=[O:43])[CH2:25][C:22]3=[N:23][CH:24]=2)(=[O:18])=[O:17])[CH2:5][C@H:4]1[C:45]1[CH:50]=[CH:49][CH:48]=[CH:47][CH:46]=1>O1CCOCC1>[CH3:2][C@H:3]1[N:8]([CH2:9][C:10]([F:13])([F:12])[F:11])[C:7](=[O:14])[C@@H:6]([NH:15][S:16]([C:19]2[CH:20]=[C:21]3[CH2:44][C@@:26]4([C:34]5[C:29](=[N:30][CH:31]=[CH:32][CH:33]=5)[NH:28][C:27]4=[O:43])[CH2:25][C:22]3=[N:23][CH:24]=2)(=[O:18])=[O:17])[CH2:5][C@H:4]1[C:45]1[CH:46]=[CH:47][CH:48]=[CH:49][CH:50]=1. Reported procedure: A solution of HCl in dioxane (4 M, 0.7 mL, 2.8 mmol) was added to a solution of (S)—N-((3S,5S,6R)-6-methyl-2-oxo-5-phenyl-1-(2,2,2-trifluoroethyl)piperidin-3-yl)-2′-oxo-1′-((2-(trimethylsilyl)ethoxy)methyl)-1′,2′,5,7-tetrahydrospiro[cyclopenta[b]pyridine-6,3′-pyrrolo[2,3-b]pyridine]-3-sulfonamide (0.027 g, 0.038 mmol) in dioxane (0.5 mL) pre-cooled to 0° C. The mixture was gradually warmed to ambient temperature, then heated at 60° C. for 22 h. The reaction mixture was concentrated in vacuo, and...